Task: describe an organic reaction: reactants, conditions, products, and yield. Dataset: the Open Reaction Database (ORD), a public repository of structured organic reaction records Starting materials: NC1=C(C=CC(=C1)OC1=CC=C(C=C1)F)NC([C@H](COCC1=CC=CC=C1)NC(OC(C)(C)C)=O)=O ((S)-tert-butyl 1-(2-amino-4-(4-fluorophenoxy)phenylamino)-3-(benzyloxy)-1-oxopropan-2-ylcarbamate). The solvent is C(C)(=O)O (acetic acid). Run at temperature 60 celsius, time 1 hour. Yields the product C(C1=CC=CC=C1)OC[C@H](N)C1=NC2=C(N1)C=CC(=C2)OC2=CC=C(C=C2)F ((R)-2-(benzyloxy)-1-(5-(4-fluorophenoxy)-1H-benzo[d]imidazol-2-yl)ethanamine). Isolated yield 53.9%. Reaction SMILES: [NH2:1][C:2]1[CH:7]=[C:6]([O:8][C:9]2[CH:14]=[CH:13][C:12]([F:15])=[CH:11][CH:10]=2)[CH:5]=[CH:4][C:3]=1[NH:16][C:17](=O)[C@@H:18]([NH:28]C(=O)OC(C)(C)C)[CH2:19][O:20][CH2:21][C:22]1[CH:27]=[CH:26][CH:25]=[CH:24][CH:23]=1>C(O)(=O)C>[CH2:21]([O:20][CH2:19][C@@H:18]([C:17]1[NH:16][C:3]2[CH:4]=[CH:5][C:6]([O:8][C:9]3[CH:14]=[CH:13][C:12]([F:15])=[CH:11][CH:10]=3)=[CH:7][C:2]=2[N:1]=1)[NH2:28])[C:22]1[CH:27]=[CH:26][CH:25]=[CH:24][CH:23]=1. Procedure details: A mixture of (S)-tert-butyl 1-(2-amino-4-(4-fluorophenoxy)phenylamino)-3-(benzyloxy)-1-oxopropan-2-ylcarbamate (610 mg, 1.23 mmol) and acetic acid (6 mL) was stirred at 60° C. for 1 hour. The acetic acid was remove under vacuum and the residue was dissolve in hydrogen chloride (4 mL, 4N in dioxane). The resulting solution was stirred at ambient temperature for 30 minutes and then concentration. Product was purified from the residue by PrepLC to give (R)-2-(benzyloxy)-1-(5-(4-fluorophenoxy)-1H-be... The reactants are O (Water), CC=1NC(=NN1)N (5-methyl-4H-1,2,4-triazol-3-amine), S1CCC(CC1)=O (tetrahydro-4H-thiopyran-4-one), C(#N)[BH3-].[Na+] (sodium cyanoborohydride). The solvent is C(C)(=O)O (acetic acid). Reaction conditions: time 16 hour. Yields the product CC=1NC(=NN1)NC1CCSCC1 (5-methyl-N-(tetrahydro-2H-thiopyran-4-yl)-4H-1,2,4-triazol-3-amine). Yield: 47.5%. RXN SMILES: [CH3:1][C:2]1[NH:3][C:4]([NH2:7])=[N:5][N:6]=1.[S:8]1[CH2:13][CH2:12][C:11](=O)[CH2:10][CH2:9]1.C([BH3-])#N.[Na+].O>C(O)(=O)C>[CH3:1][C:2]1[NH:3][C:4]([NH:7][CH:11]2[CH2:12][CH2:13][S:8][CH2:9][CH2:10]2)=[N:5][N:6]=1 |f:2.3|. Procedure details: To a solution (50 mL) of 5-methyl-4H-1,2,4-triazol-3-amine (2.5 g) and tetrahydro-4H-thiopyran-4-one (3.6 g) in acetic acid was added sodium cyanoborohydride (8.1 g), and the mixture was stirred at room temperature for 16 hr. Water was added to the reaction mixture, and the solvent was evaporated under reduced pressure. The obtained residue was poured into saturated aqueous sodium hydrogen carbonate, and the mixture was extracted with a mixed solvent of ethyl acetate and isopropyl alcohol (3:1).... Starting materials: OC1=CC=C2C=CNC2=C1 (6-Hydroxyindole), C(C)Br (EtBr), C(=O)([O-])[O-].[Cs+].[Cs+] (Cs2CO3). Procedure: 6-Hydroxyindole (1.0 equivalents) is dissolved in dry, degassed acetone. EtBr (5.0 equivalents) and Cs2CO3 (2.5 equivalents) are added, and the resulting solution is stirred for 18 hours. The reaction mixture is filtered through a Celite plug. The solvent is evaporated, and the product is purified by flash chromatography (MeOH:CH2Cl2, 5:95) to yield the title compound. Run at time 18 hour. RXN SMILES: [OH:1][C:2]1[CH:10]=[C:9]2[C:5]([CH:6]=[CH:7][NH:8]2)=[CH:4][CH:3]=1.[CH2:11](Br)[CH3:12].C([O-])([O-])=O.[Cs+].[Cs+]>>[CH2:11]([O:1][C:2]1[CH:10]=[C:9]2[C:5]([CH:6]=[CH:7][NH:8]2)=[CH:4][CH:3]=1)[CH3:12] |f:2.3.4|. Product: C(C)OC1=CC=C2C=CNC2=C1 (6-Ethoxy-1H-indole). The reactants are BrC=1C=C2C(=NC1)N=CN2C(C2=CC=CC=C2)(C2=CC=CC=C2)C2=CC=CC=C2 (6-bromo-1-(triphenylmethyl)-1H-imidazo[4,5-b]pyridine), CC1(CC=2C(=NC=NC2CC1)N1CCOC2=C(C1)C=C(C=C2)B(O)O)C ([4-(6,6-dimethyl-5,6,7,8-tetrahydroquinazolin-4-yl)-2,3,4,5-tetrahydro-1,4-benzoxazepin-7-yl]boronic acid). The product is CC1(CC=2C(=NC=NC2CC1)N1CCOC2=C(C1)C=C(C=C2)C=2C=C1C(=NC2)N=CN1)C (4-(6,6-dimethyl-5,6,7,8-tetrahydroquinazolin-4-yl)-7-(1H-imidazo[4,5-b]pyridin-6-yl)-2,3,4,5-tetrahydro-1,4-benzoxazepine). Reaction SMILES: Br[C:2]1[CH:3]=[C:4]2[N:10](C(C3C=CC=CC=3)(C3C=CC=CC=3)C3C=CC=CC=3)[CH:9]=[N:8][C:5]2=[N:6][CH:7]=1.[CH3:30][C:31]1([CH3:55])[CH2:40][CH2:39][C:38]2[N:37]=[CH:36][N:35]=[C:34]([N:41]3[CH2:47][C:46]4[CH:48]=[C:49](B(O)O)[CH:50]=[CH:51][C:45]=4[O:44][CH2:43][CH2:42]3)[C:33]=2[CH2:32]1>>[CH3:30][C:31]1([CH3:55])[CH2:40][CH2:39][C:38]2[N:37]=[CH:36][N:35]=[C:34]([N:41]3[CH2:47][C:46]4[CH:48]=[C:49]([C:2]5[CH:3]=[C:4]6[NH:10][CH:9]=[N:8][C:5]6=[N:6][CH:7]=5)[CH:50]=[CH:51][C:45]=4[O:44][CH2:43][CH2:42]3)[C:33]=2[CH2:32]1. Procedure: Prepared according to the method of example 5 by using 6-bromo-1-(triphenylmethyl)-1H-imidazo[4,5-b]pyridine (reagent preparation 15) and [4-(6,6-dimethyl-5,6,7,8-tetrahydroquinazolin-4-yl)-2,3,4,5-tetrahydro-1,4-benzoxazepin-7-yl]boronic acid (reagent preparation 23) in step 1. 1H NMR (400 MHz, d6-DMSO): 8.64 (s, 1H), 8.48 (s, 1H), 8.39 (s, 1H), 8.22 (brs, 1H), 7.75 (d, 1H), 7.58 (dd, 1H), 7.06 (d, 1H), 4.67 (s, 2H), 4.35 (m, 2H), 3.85 (m, 2H), 2.72 (m, 2H), 2.46 (s, 2H), 1.61 (m, 2H), 0.85 (s,... The reactants are ClC1=CC=C(C(=N1)OC)N1C=NC(=C1)C (6-chloro-2-methoxy-3-(4-methyl-1H-imidazol-1-yl)pyridine), C1(=C(C=CC=C1)P(C1=C(C=CC=C1)C)C1=C(C=CC=C1)C)C (tri-o-tolylphosphine), C(C)(=O)[O-].[Na+] (sodium acetate), C(C(=C)C)(=O)OC(C)(C)C (tert-butyl methacrylate). Reagents/catalysts: [CH2-]C=C.[CH2-]C=C.Cl[Pd+].Cl[Pd+] (allylpalladium chloride dimer). Solvent: C1(=CC=CC=C1)C (toluene), CC(=O)N(C)C (dimethylacetamide). The product is COC1=C(C=CC(=N1)/C=C(/C(=O)OC(C)(C)C)\C)N1C=NC(=C1)C (tert-butyl (E)-3-[6-methoxy-5-(4-methyl-1H-imidazol-1-yl)pyridin-2-yl]-2-methylacrylate). RXN SMILES: Cl[C:2]1[N:7]=[C:6]([O:8][CH3:9])[C:5]([N:10]2[CH:14]=[C:13]([CH3:15])[N:12]=[CH:11]2)=[CH:4][CH:3]=1.C1(C)C=CC=CC=1P(C1C=CC=CC=1C)C1C=CC=CC=1C.C([O-])(=O)C.[Na+].[C:43]([O:48][C:49]([CH3:52])([CH3:51])[CH3:50])(=[O:47])[C:44]([CH3:46])=[CH2:45]>[CH2-]C=C.[CH2-]C=C.Cl[Pd+].Cl[Pd+].C1(C)C=CC=CC=1.CC(N(C)C)=O>[CH3:9][O:8][C:6]1[N:7]=[C:2](/[CH:45]=[C:44](\[CH3:46])/[C:43]([O:48][C:49]([CH3:52])([CH3:51])[CH3:50])=[O:47])[CH:3]=[CH:4][C:5]=1[N:10]1[CH:14]=[C:13]([CH3:15])[N:12]=[CH:11]1 |f:2.3,5.6.7.8|. Reported procedure: A mixture of 6-chloro-2-methoxy-3-(4-methyl-1H-imidazol-1-yl)pyridine (400 mg), an allylpalladium chloride dimer (32.8 mg), tri-o-tolylphosphine (54.4 mg), sodium acetate (441 mg), dimethylacetamide (0.640 mL), tert-butyl methacrylate (0.724 mL) and toluene (2 mL) was stirred in a nitrogen atmosphere at 120° C. for 3.5 hours. The reaction solution was left to cool to room temperature. Then, a silica gel was added and the reaction solution was concentrated under reduced pressure. The residue was ... Reactants: hydrochloride salt, N (NH3), ON=C(C1=CN=CC=C1)Cl (N-Hydroxynicotinimidoyl chloride), C(#C)C1=CC(=C(C=C1)OC(F)(F)F)F (4-ethynyl-2-fluoro-1-(trifluoromethoxy)benzene). Yields the product FC=1C=C(C=CC1OC(F)(F)F)C1=CC(=NO1)C=1C=NC=CC1 (5-(3-Fluoro-4-(trifluoromethoxy)phenyl)-3-(pyridin-3-yl)isoxazole). RXN SMILES: [OH:1][N:2]=[C:3](Cl)[C:4]1[CH:9]=[CH:8][CH:7]=[N:6][CH:5]=1.[C:11]([C:13]1[CH:18]=[CH:17][C:16]([O:19][C:20]([F:23])([F:22])[F:21])=[C:15]([F:24])[CH:14]=1)#[CH:12].N>>[F:24][C:15]1[CH:14]=[C:13]([C:11]2[O:1][N:2]=[C:3]([C:4]3[CH:5]=[N:6][CH:7]=[CH:8][CH:9]=3)[CH:12]=2)[CH:18]=[CH:17][C:16]=1[O:19][C:20]([F:21])([F:22])[F:23]. Reported procedure: The titled compound was prepared as the hydrochloride salt according to Method CB using the product of Example 1A (78 mg, 0.5 mmol) and 4-ethynyl-2-fluoro-1-(trifluoromethoxy)benzene (Apollo, 102 mg, 0.5 mmol). 1H NMR (300 MHz, DMSO-d6) δ 7.69 (dd, J=8.0, 4.9 Hz, 1H), 7.78-7.96 (m, 3H), 8.11 (dd, J=11.0, 1.9 Hz, 1H), 8.38 (dt, J=8.1, 1.9 Hz, 1H), 8.79 (dd, J=4.9, 1.2 Hz, 1H), 9.15 (d, J=1.0 Hz, 1H) ppm; MS (DCI/NH3) m/z 325 (M+H)+.